Dataset: the Open Reaction Database (ORD), a public repository of structured organic reaction records. Task: describe an organic reaction: reactants, conditions, products, and yield Starting materials: CC=1OC2=C(C=CC=C2C(C1)=O)C=O (2-methyl-4-oxo-4H-chromene-8-carbaldehyde), C(#N)C=C(C)[O-].[Na+] (sodium 1-cyanoprop-1-en-2-olate), NC(=CC(CC1CCCC1)=O)C (4-amino-1-cyclopentylpent-3-en-2-one), C(C)(=O)O (acetic acid). Run in CC(C)O (2-propanol). Yields the product C1(CCCC1)CC(=O)C=1C(C(=C(NC1C)C)C#N)C=1C=CC=C2C(C=C(OC12)C)=O (5-(Cyclopentylacetyl)-2,6-dimethyl-4-(2-methyl-4-oxo-4H-chromen-8-yl)-1,4-dihydropyridine-3-carbonitrile). As a reaction SMILES: [CH3:1][C:2]1[O:3][C:4]2[C:9]([C:10](=[O:12])[CH:11]=1)=[CH:8][CH:7]=[CH:6][C:5]=2[CH:13]=O.[C:15]([CH:17]=[C:18]([O-])[CH3:19])#[N:16].[Na+].[NH2:22][C:23]([CH3:33])=[CH:24][C:25](=[O:32])[CH2:26][CH:27]1[CH2:31][CH2:30][CH2:29][CH2:28]1.C(O)(=O)C>CC(O)C>[CH:27]1([CH2:26][C:25]([C:24]2[CH:13]([C:5]3[CH:6]=[CH:7][CH:8]=[C:9]4[C:4]=3[O:3][C:2]([CH3:1])=[CH:11][C:10]4=[O:12])[C:17]([C:15]#[N:16])=[C:18]([CH3:19])[NH:22][C:23]=2[CH3:33])=[O:32])[CH2:31][CH2:30][CH2:29][CH2:28]1 |f:1.2|. Reported procedure: 150 mg (0.79 mmol) of 2-methyl-4-oxo-4H-chromene-8-carbaldehyde are dissolved with 84 mg (0.79 mmol) of sodium 1-cyanoprop-1-en-2-olate, 133 mg (0.79 mmol) of 4-amino-1-cyclopentylpent-3-en-2-one and 68 μl (1.19 mmol) of acetic acid in 4 ml of 2-propanol and heated under reflux under argon for 4 h. After cooling, the suspension is filtered with suction and the remaining solid is washed with diethyl ether (20 ml). 240 mg (75% of theory) of the title compound are obtained as a white solid. Reactants: ClC1=CC=C(C=C1)\C(\C1=CC=C(C=C1)S(=O)(=O)C)=C(/C(=O)O)\CC(=O)O ((Z)-2-[1-(4-chlorophenyl)-1-(4-methanesulphonylphenyl)methylene]succinic acid), C(C)O (ethanol). Run in O1CCCC1 (tetrahydrofuran). Reaction conditions: time 3 hour. The product is ClC1=CC=C(C=C1)\C(\C1=CC=C(C=C1)S(=O)(=O)C)=C(/CO)\CCO ((Z)-2-[1-(4-chlorophenyl)-1-(4-methanesulphonylphenyl)-methylene]-1,4-butanediol). Isolated yield 94.8%. As a reaction SMILES: [Cl:1][C:2]1[CH:7]=[CH:6][C:5](/[C:8](=[C:19](/[CH2:23][C:24](O)=[O:25])\[C:20](O)=[O:21])/[C:9]2[CH:14]=[CH:13][C:12]([S:15]([CH3:18])(=[O:17])=[O:16])=[CH:11][CH:10]=2)=[CH:4][CH:3]=1.C(O)C>O1CCCC1>[Cl:1][C:2]1[CH:3]=[CH:4][C:5](/[C:8](=[C:19](/[CH2:23][CH2:24][OH:25])\[CH2:20][OH:21])/[C:9]2[CH:14]=[CH:13][C:12]([S:15]([CH3:18])(=[O:17])=[O:16])=[CH:11][CH:10]=2)=[CH:6][CH:7]=1. Procedure: To a solution of 7.85 g (0.0199 mole) of (Z)-2-[1-(4-chlorophenyl)-1-(4-methanesulphonylphenyl)methylene]succinic acid, prepared in example 28, in 40 ml of tetrahydrofuran are added dropwise 5.65 ml (0.0596 mole) of borane/dimethyl sulphide complex. The mixture is then stirred for 3 hours at ambient temperature and then 1 hour at 50° C. After returning to ambient temperature, 5 ml of ethanol are added dropwise. The mixture is then concentrated to half its volume and then taken up into water. The... The reactants are Cl (hydrochloric acid), C(C)(=S)O (thioacetic acid), BrCC(C(=O)O)CBr (2-bromomethyl-3-bromopropanoic acid). Solvent: N-potassium hydroxide, [OH-].[K+] (potassium hydroxide). Reaction conditions: time 8 hour. Yields the product C(C)(=O)SCC(C(=O)O)CSC(C)=O (2-(Acetylthiomethyl)-3-(acetylthio)propanoic acid). RXN SMILES: [C:1]([OH:4])(=[S:3])[CH3:2].Br[CH2:6][CH:7]([CH2:11]Br)[C:8]([OH:10])=[O:9].Cl>[OH-].[K+]>[C:1]([S:3][CH2:6][CH:7]([CH2:11][S:3][C:1](=[O:4])[CH3:2])[C:8]([OH:10])=[O:9])(=[O:4])[CH3:2] |f:3.4|. Procedure details: A solution of 3.36 g (40 mmoles) of thioacetic acid in 40 ml of N-potassium hydroxide is added dropwise to a solution of 2-bromomethyl-3-bromopropanoic acid in 1.0N potassium hydroxide (20 ml). The mixture is stirred at room temperature overnight, acidified with concentrated hydrochloric acid and extracted with ethyl acetate. The organic layer is dried and concentrated in vacuo. The residue is converted into a dicyclohexylammonium salt (m.p. 116°-118°) and the salt converted back into the free a... The reactants are N-cyanodiphenoxyimidocarbonate, NC1=CC=C2C(C(NC(C2=C1)=O)=O)(C)C (7-amino-4,4-dimethylisoquinoline-1,3-dione), C(#N)NC(OC1=CC=CC=C1)=NC1=CC=C2C(C(NC(C2=C1)=O)=O)(C)C (N-cyano-N'-(4,4-dimethyl-1,2,3,4-tetrahydro-1,3-dioxo-7-isoquinolinyl)-O-phenylisourea). The solvent is C(C)(C)O (isopropanol). Yields the product C(#N)NC(=O)NC1=CC=C2C(C(NC(C2=C1)=O)=O)(C)C (N-Cyano-N'-(4,4-dimethyl-1,2,3,4-tetrahydro-1,3-dioxo-7-isoquinolinyl)-urea). As a reaction SMILES: NC1C=C2C(C(C)(C)C(=O)NC2=O)=CC=1.[C:16]([NH:18][C:19](=[N:27][C:28]1[CH:37]=[C:36]2[C:31]([C:32]([CH3:41])([CH3:40])[C:33](=[O:39])[NH:34][C:35]2=[O:38])=[CH:30][CH:29]=1)[O:20]C1C=CC=CC=1)#[N:17]>C(O)(C)C>[C:16]([NH:18][C:19]([NH:27][C:28]1[CH:37]=[C:36]2[C:31]([C:32]([CH3:41])([CH3:40])[C:33](=[O:39])[NH:34][C:35]2=[O:38])=[CH:30][CH:29]=1)=[O:20])#[N:17]. Procedure details: 5.5 g. (23 mMole) N-cyanodiphenoxyimidocarbonate and 4.7 g. (23 mMole) 7-amino-4,4-dimethylisoquinoline-1,3-dione were stirred in 110 ml. isopropanol for 16 hours at 50° C. Subsequently, the reaction mixture was cooled, filtered off with suction and washed with isopropanol. The residue was recrystallised from ethanol. There were obtained 4.1 g. (51% of theory) N-cyano-N'-(4,4-dimethyl-1,2,3,4-tetrahydro-1,3-dioxo-7-isoquinolinyl)-O-phenylisourea; m.p. 214°-216° C. The reactants are CC1=CCC2CC1C2(C)C (α-pinene). Reagents/catalysts: [Ru] (Ruthenium). The product is CC1CC[C@H]2C[C@@H]1C2(C)C (cis-pinane). RXN SMILES: [CH3:1][C:2]1[CH:7]2[C:8]([CH3:10])([CH3:9])[CH:5]([CH2:6]2)[CH2:4][CH:3]=1>[Ru]>[CH3:1][CH:2]1[C@H:7]2[C:8]([CH3:10])([CH3:9])[C@H:5]([CH2:6]2)[CH2:4][CH2:3]1. Reported procedure: Ruthenium has been found to be a stereoselective catalyst for the hydrogenation of α-pinene to obtain cis-pinane. The reactants are C(CCCCCCCCCCC)C1=NOC(=C1)CO (3-(1-dodecyl)-5-isoxazolemethanol), CS(=O)C (dimethylsulfoxide), C(C(=O)Cl)(=O)Cl (oxalyl chloride). Solvent: ClCCl (dichloromethane), ClCCl (dichloromethane), ClCCl (dichloromethane). Conditions: temperature -60 celsius, time 1 hour. Product: C(CCCCCCCCCCC)C1=NOC(=C1)C=O (3-(1-Dodecyl)-5-isoxazolecarboxaldehyde). The yield is 82.8%. RXN SMILES: C(Cl)(=O)C(Cl)=O.CS(C)=O.[CH2:11]([C:23]1[CH:27]=[C:26]([CH2:28][OH:29])[O:25][N:24]=1)[CH2:12][CH2:13][CH2:14][CH2:15][CH2:16][CH2:17][CH2:18][CH2:19][CH2:20][CH2:21][CH3:22]>ClCCl>[CH2:11]([C:23]1[CH:27]=[C:26]([CH:28]=[O:29])[O:25][N:24]=1)[CH2:12][CH2:13][CH2:14][CH2:15][CH2:16][CH2:17][CH2:18][CH2:19][CH2:20][CH2:21][CH3:22]. Procedure details: A solution of oxalyl chloride (28.8 ml) in dry dichloromethane (100 ml) was cooled to -60° C. and a solution of dimethylsulfoxide (8.9 ml) in dichloromethane (30 ml) was added, followed by a slurry of 3-(1-dodecyl)-5-isoxazolemethanol (14.0 g) in dry dichloromethane (200 ml). The mixture was stirred at -60° C. for 1 hr, quenched with triethylamine (87 ml) and allowed to warm to room temperature. The solution was poured into water (300 ml) and extracted with dichloromethane. The organic phases we...